This data is from the Open Reaction Database (ORD), a public repository of structured organic reaction records. The task is: describe an organic reaction: reactants, conditions, products, and yield The reactants are CCCCCC(CC(=O)Nc1cc(CN)ccc1C(C)(C)C)c1ccc(OC)cc1OC, CC(=O)O, Cl, N#CO[K], [Na+], O, O=C([O-])O. Product: CCCCCC(CC(=O)Nc1cc(CNC(N)=O)ccc1C(C)(C)C)c1ccc(OC)cc1OC. As a reaction SMILES: [C:2]([CH3:3])([CH3:4])([CH3:5])[c:6]1[c:7]([NH:14][C:15]([CH2:16][CH:17]([CH2:18][CH2:19][CH2:20][CH2:21][CH3:22])[c:23]2[c:24]([O:31][CH3:32])[cH:25][c:26]([O:29][CH3:30])[cH:27][cH:28]2)=[O:33])[cH:8][c:9]([CH2:12][NH2:13])[cH:10][cH:11]1.[CH3:44][C:45](=[O:46])[OH:47].[ClH:1].[K:34][O:35][C:36]#[N:37].[Na+:39].[OH2:38].[OH:40][C:41](=[O:42])[O-:43]>>[C:2]([CH3:3])([CH3:4])([CH3:5])[c:6]1[c:7]([NH:14][C:15]([CH2:16][CH:17]([CH2:18][CH2:19][CH2:20][CH2:21][CH3:22])[c:23]2[c:24]([O:31][CH3:32])[cH:25][c:26]([O:29][CH3:30])[cH:27][cH:28]2)=[O:33])[cH:8][c:9]([CH2:12][NH:13][C:36](=[O:35])[NH2:37])[cH:10][cH:11]1.